The task is: describe an organic reaction: reactants, conditions, products, and yield. This data is from the Open Reaction Database (ORD), a public repository of structured organic reaction records. Starting materials: NC=1C=C(C(=O)C2=CC=C3CC(NC3=C2)=O)C=CC1 (6-(3-Amino-benzoyl)-1,3-dihydro-indol-2-one), acid chloride, CN1N=C(C=C1C(=O)O)C (2,5-Dimethyl-2H-pyrazole-3-carboxylic acid), S(=O)(Cl)Cl (thionyl chloride). Solvent: C1CCOC1 (THF). Reaction conditions: temperature 79 celsius, time 2 hour. Product: O=C1NC2=CC(=CC=C2C1)C(=O)C=1C=C(C=CC1)NC(=O)C=1N(N=C(C1)C)C (2,5-Dimethyl-2H-pyrazole-3-carboxylic acid [3-(2-oxo-2,3-dihydro-1H-indole-6-carbonyl)-phenyl]-amide). Isolated yield 74.9%. As a reaction SMILES: [CH3:1][N:2]1[C:6]([C:7]([OH:9])=O)=[CH:5][C:4]([CH3:10])=[N:3]1.S(Cl)(Cl)=O.[NH2:15][C:16]1[CH:17]=[C:18]([CH:31]=[CH:32][CH:33]=1)[C:19]([C:21]1[CH:29]=[C:28]2[C:24]([CH2:25][C:26](=[O:30])[NH:27]2)=[CH:23][CH:22]=1)=[O:20]>C1COCC1>[O:30]=[C:26]1[CH2:25][C:24]2[C:28](=[CH:29][C:21]([C:19]([C:18]3[CH:17]=[C:16]([NH:15][C:7]([C:6]4[N:2]([CH3:1])[N:3]=[C:4]([CH3:10])[CH:5]=4)=[O:9])[CH:33]=[CH:32][CH:31]=3)=[O:20])=[CH:22][CH:23]=2)[NH:27]1. Procedure: A dry 250 mL flask was charged with 2,5-Dimethyl-2H-pyrazole-3-carboxylic acid (0.989 g, 7.057 mmol) and thionyl chloride (5 mL) and allowed to stir at 79° C. for 2 h. The thionyl chloride was then removed by concentration in vacuo. The crude acid chloride was cooled to room temperature, and then dissolved in THF (40 mL). 6-(3-Amino-benzoyl)-1,3-dihydro-indol-2-one (as prepared in Example 40, 1.26 g, 4.994 mmol) was added to the THF solution of the acid chloride, and the mixture was allowed to r... Reactants: Amide, NC1=CC=C(C=C1)C=1SC2=C(N1)C=CC(=C2)OC (2-(4-aminophenyl)-6-methoxybenzothiazole), FC(C=1C=C(C(=O)Cl)C=CC1)(F)F (3-trifluoromethylbenzoyl chloride). The solvent is N1=CC=CC=C1 (pyridine). The product is FC(C=1C=C(C(=O)NC2=CC=C(C=C2)C=2SC3=C(N2)C=CC(=C3)OC)C=CC1)(F)F (3-Trifluoromethyl-N-[4-(6-methoxybenzothiazol-2-yl)-phenyl]-benzamide). Yield: 86.3%. RXN SMILES: [NH2:1][C:2]1[CH:7]=[CH:6][C:5]([C:8]2[S:9][C:10]3[CH:16]=[C:15]([O:17][CH3:18])[CH:14]=[CH:13][C:11]=3[N:12]=2)=[CH:4][CH:3]=1.[F:19][C:20]([F:31])([F:30])[C:21]1[CH:22]=[C:23]([CH:27]=[CH:28][CH:29]=1)[C:24](Cl)=[O:25]>N1C=CC=CC=1>[F:19][C:20]([F:30])([F:31])[C:21]1[CH:22]=[C:23]([CH:27]=[CH:28][CH:29]=1)[C:24]([NH:1][C:2]1[CH:3]=[CH:4][C:5]([C:8]2[S:9][C:10]3[CH:16]=[C:15]([O:17][CH3:18])[CH:14]=[CH:13][C:11]=3[N:12]=2)=[CH:6][CH:7]=1)=[O:25]. Reported procedure: Prepared as described in the Amide Coupling section using 2-(4-aminophenyl)-6-methoxybenzothiazole (0.06 g, 0.23 mmol) and 3-trifluoromethylbenzoyl chloride (0.054 g, 0.26 mmol) in dry pyridine (7.5 ml) to give the title compound (0.085 g, 85%) as a colourless solid after work-up. Reactants: C(C=C)C1(CCN(CC1)C(=O)OC(C)(C)C)N(C(C=C)=O)CC1=C2C=CN(C2=CC=C1)S(=O)(=O)C1=CC=C(C)C=C1 (tert-butyl 4-allyl-4-(N-((1-tosyl-1H-indol-4-yl)methyl)acrylamido)piperidine-1-carboxylate). Reagents/catalysts: Cl[Ru]([P](C1CCCCC1)(C2CCCCC2)C3CCCCC3)(=CC4=CC=CC=C4)(Cl)=C5N(C6=C(C)C=C(C)C=C6C)CCN5C7=C(C)C=C(C)C=C7C (Grubbs 2nd generation). Run in C(Cl)Cl (DCM). Conditions: time 8 hour. Product: O=C1N(C2(CC=C1)CCN(CC2)C(=O)OC(C)(C)C)CC2=C1C=CN(C1=CC=C2)S(=O)(=O)C2=CC=C(C)C=C2 (tert-butyl 2-oxo-1-((1-tosyl-1H-indol-4-yl)methyl)-1,9-diazaspiro[5.5]undec-3-ene-9-carboxylate). The yield is 84.0%. RXN SMILES: [CH2:1]([C:4]1([N:17]([CH2:22][C:23]2[CH:31]=[CH:30][CH:29]=[C:28]3[C:24]=2[CH:25]=[CH:26][N:27]3[S:32]([C:35]2[CH:41]=[CH:40][C:38]([CH3:39])=[CH:37][CH:36]=2)(=[O:34])=[O:33])[C:18](=[O:21])C=C)[CH2:9][CH2:8][N:7]([C:10]([O:12][C:13]([CH3:16])([CH3:15])[CH3:14])=[O:11])[CH2:6][CH2:5]1)[CH:2]=[CH2:3]>C(Cl)Cl.Cl[Ru](=C1N(C2C(C)=CC(C)=CC=2C)CCN1C1C(C)=CC(C)=CC=1C)(Cl)(=CC1C=CC=CC=1)[P](C1CCCCC1)(C1CCCCC1)C1CCCCC1>[O:21]=[C:18]1[CH:3]=[CH:2][CH2:1][C:4]2([CH2:9][CH2:8][N:7]([C:10]([O:12][C:13]([CH3:14])([CH3:16])[CH3:15])=[O:11])[CH2:6][CH2:5]2)[N:17]1[CH2:22][C:23]1[CH:31]=[CH:30][CH:29]=[C:28]2[C:24]=1[CH:25]=[CH:26][N:27]2[S:32]([C:35]1[CH:41]=[CH:40][C:38]([CH3:39])=[CH:37][CH:36]=1)(=[O:34])=[O:33] |^1:77|. Reported procedure: To a solution of tert-butyl 4-allyl-4-(N-((1-tosyl-1H-indol-4-yl)methyl)acrylamido)piperidine-1-carboxylate (0.075 g, 0.13 mmol) in DCM (5.0 mL) was added Grubbs 2nd generation catalyst (0.006 g, 0.006 mmol) under argon and the reaction mixture was stirred at rt overnight. The dark brown solution was concentrated under reduced pressure and the crude product was purified by column chromatography (eluent: 25% ethyl acetate in hexane) to yield the title compound as a solid (0.060 g, 84%). LCMS RtA=... Starting materials: C, CCCCCCCCCCOc1ccc(C(=O)OC2CCc3cc(C(=O)OCc4ccccc4)ccc3C2)cc1, [H][H], C1CCOC1, [Pd]. The product is CCCCCCCCCCOc1ccc(C(=O)OC2CCc3cc(C(=O)O)ccc3C2)cc1. As a reaction SMILES: [C:43].[CH2:3]([c:4]1[cH:5][cH:6][cH:7][cH:8][cH:9]1)[O:10][C:11](=[O:12])[c:13]1[cH:14][c:15]2[c:20]([cH:21][cH:22]1)[CH2:19][CH:18]([O:23][C:24]([c:25]1[cH:26][cH:27][c:28]([O:31][CH2:32][CH2:33][CH2:34][CH2:35][CH2:36][CH2:37][CH2:38][CH2:39][CH2:40][CH3:41])[cH:29][cH:30]1)=[O:42])[CH2:17][CH2:16]2.[H:1][H:2].[O:45]1[CH2:46][CH2:47][CH2:48][CH2:49]1.[Pd:44]>>[O:10]=[C:11]([OH:12])[c:13]1[cH:14][c:15]2[c:20]([cH:21][cH:22]1)[CH2:19][CH:18]([O:23][C:24]([c:25]1[cH:26][cH:27][c:28]([O:31][CH2:32][CH2:33][CH2:34][CH2:35][CH2:36][CH2:37][CH2:38][CH2:39][CH2:40][CH3:41])[cH:29][cH:30]1)=[O:42])[CH2:17][CH2:16]2. Starting materials: O=CC(Cl)(Cl)Cl (chloral), COC1=C(C(=CC=C1)OC)O (2,6-dimethoxyphenol), C([O-])([O-])=O.[K+].[K+] (potassium carbonate), P(=O)([O-])([O-])[O-].[Na+].[Na+].[Na+] (sodium phosphate). Run in O (water). Conditions: time 8 hour. The product is COC=1C=C(C=C(C1O)OC)C(C(Cl)(Cl)Cl)O (1-(3,5-Dimethoxy-4-hydroxyphenyl)-2,2,2-trichloroethanol). Reaction SMILES: [O:1]=[CH:2][C:3]([Cl:6])([Cl:5])[Cl:4].[CH3:7][O:8][C:9]1[CH:14]=[CH:13][CH:12]=[C:11]([O:15][CH3:16])[C:10]=1[OH:17].C(=O)([O-])[O-].[K+].[K+].P([O-])([O-])([O-])=O.[Na+].[Na+].[Na+]>O>[CH3:16][O:15][C:11]1[CH:12]=[C:13]([CH:2]([OH:1])[C:3]([Cl:6])([Cl:5])[Cl:4])[CH:14]=[C:9]([O:8][CH3:7])[C:10]=1[OH:17] |f:2.3.4,5.6.7.8|. Reported procedure: 47 grams of anhydrous chloral and 50 grams of 2,6-dimethoxyphenol were introduced in a reactor thermostated at 45° C. Upon obtaining a homogeneous solution, a mixture of 6.4 grams of potassium carbonate and 1.6 grams of sodium phosphate was added thereto portionwise under stirring in a 3-hour period. At the end of the addition, the mixture was left under stirring at the same temperature until the mixture thickened. The stirring was stopped and the mixture was left stand overnight at 45° C. The m... Starting materials: CC(C)(C)[O-], CS(C)=O, O=[N+]([O-])c1ccc(F)cc1, [K+], CCc1cc(-c2ccccc2)n[nH]1. Yields the product CCc1cc(-c2ccccc2)nn1-c1ccc([N+](=O)[O-])cc1. RXN SMILES: [CH3:14][C:15]([CH3:16])([O-:17])[CH3:18].[CH3:30][S:31]([CH3:32])=[O:33].[F:20][c:21]1[cH:22][cH:23][c:24]([N+:27](=[O:28])[O-:29])[cH:25][cH:26]1.[K+:19].[c:1]1(-[c:7]2[n:8][nH:9][c:10]([CH2:12][CH3:13])[cH:11]2)[cH:2][cH:3][cH:4][cH:5][cH:6]1>>[c:1]1(-[c:7]2[n:8][n:9](-[c:21]3[cH:22][cH:23][c:24]([N+:27](=[O:28])[O-:29])[cH:25][cH:26]3)[c:10]([CH2:12][CH3:13])[cH:11]2)[cH:2][cH:3][cH:4][cH:5][cH:6]1. Reactants: CCOC(C)=O, COc1cc2nccc(Cl)c2cc1OC, [Na+], CN(C)C=O, [OH-], Oc1ccc(-c2ccc(Nc3ccccc3)nn2)cc1, c1ccncc1. The product is COc1cc2nccc(Oc3ccc(-c4ccc(Nc5ccccc5)nn4)cc3)c2cc1OC. RXN SMILES: [CH3:49][CH2:50][O:51][C:52]([CH3:53])=[O:54].[Cl:21][c:22]1[cH:23][cH:24][n:25][c:26]2[cH:27][c:28]([O:34][CH3:35])[c:29]([O:32][CH3:33])[cH:30][c:31]12.[Na+:37].[O:38]=[CH:39][N:40]([CH3:41])[CH3:42].[OH-:36].[c:1]1([NH:7][c:8]2[cH:9][cH:10][c:11](-[c:14]3[cH:15][cH:16][c:17]([OH:20])[cH:18][cH:19]3)[n:12][n:13]2)[cH:2][cH:3][cH:4][cH:5][cH:6]1.[cH:43]1[cH:44][cH:45][n:46][cH:47][cH:48]1>>[c:1]1([NH:7][c:8]2[cH:9][cH:10][c:11](-[c:14]3[cH:15][cH:16][c:17]([O:20][c:22]4[cH:23][cH:24][n:25][c:26]5[cH:27][c:28]([O:34][CH3:35])[c:29]([O:32][CH3:33])[cH:30][c:31]45)[cH:18][cH:19]3)[n:12][n:13]2)[cH:2][cH:3][cH:4][cH:5][cH:6]1. Reactants: Oc1ccc(F)cc1, CC(C)C(=O)Nc1cccc(C2CCN(CCCCC(O)c3ccccc3)CC2)c1. The product is CC(C)C(=O)Nc1cccc(C2CCN(CCCCC(Oc3ccc(F)cc3)c3ccccc3)CC2)c1. Reaction SMILES: [F:1][c:2]1[cH:3][cH:4][c:5]([OH:8])[cH:6][cH:7]1.[OH:9][CH:10]([CH2:11][CH2:12][CH2:13][CH2:14][N:15]1[CH2:16][CH2:17][CH:18]([c:21]2[cH:22][c:23]([NH:27][C:28]([CH:29]([CH3:30])[CH3:31])=[O:32])[cH:24][cH:25][cH:26]2)[CH2:19][CH2:20]1)[c:33]1[cH:34][cH:35][cH:36][cH:37][cH:38]1>>[F:1][c:2]1[cH:3][cH:4][c:5]([O:8][CH:10]([CH2:11][CH2:12][CH2:13][CH2:14][N:15]2[CH2:16][CH2:17][CH:18]([c:21]3[cH:22][c:23]([NH:27][C:28]([CH:29]([CH3:30])[CH3:31])=[O:32])[cH:24][cH:25][cH:26]3)[CH2:19][CH2:20]2)[c:33]2[cH:34][cH:35][cH:36][cH:37][cH:38]2)[cH:6][cH:7]1.